Dataset: the Open Reaction Database (ORD), a public repository of structured organic reaction records. Task: describe an organic reaction: reactants, conditions, products, and yield Reactants: COC(=O)C=1NN=C(C1)OCC=1C(=NOC1C)C1=NC=C(C=C1)F (5-[3-(5-fluoro-pyridin-2-yl)-5-methyl-isoxazol-4-ylmethoxy]-2H-pyrazole-3-carboxylic acid methyl ester), NN1CCOCC1 (4-aminomorpholine). Yields the product N1(CCOCC1)NC(=O)C=1NN=C(C1)OCC=1C(=NOC1C)C1=NC=C(C=C1)F (5-[3-(5-Fluoro-pyridin-2-yl)-5-methyl-isoxazol-4-ylmethoxy]-2H-pyrazole-3-carboxylic acid morpholin-4-ylamide). Yield: 94.0%. RXN SMILES: CO[C:3]([C:5]1[NH:6][N:7]=[C:8]([O:10][CH2:11][C:12]2[C:13]([C:18]3[CH:23]=[CH:22][C:21]([F:24])=[CH:20][N:19]=3)=[N:14][O:15][C:16]=2[CH3:17])[CH:9]=1)=[O:4].[NH2:25][N:26]1[CH2:31][CH2:30][O:29][CH2:28][CH2:27]1>>[N:26]1([NH:25][C:3]([C:5]2[NH:6][N:7]=[C:8]([O:10][CH2:11][C:12]3[C:13]([C:18]4[CH:23]=[CH:22][C:21]([F:24])=[CH:20][N:19]=4)=[N:14][O:15][C:16]=3[CH3:17])[CH:9]=2)=[O:4])[CH2:31][CH2:30][O:29][CH2:28][CH2:27]1. Procedure details: As described for example 17e, 5-[3-(5-fluoro-pyridin-2-yl)-5-methyl-isoxazol-4-ylmethoxy]-2H-pyrazole-3-carboxylic acid methyl ester (50 mg, 0.15 mmol) was converted, using 4-aminomorpholine instead of 2,2,2-trifluoroethylamine, to the title compound (57 mg, 94%) which was obtained as a colorless oil. MS: m/e=403.3 [M+H]+.